From a dataset of the Open Reaction Database (ORD), a public repository of structured organic reaction records. describe an organic reaction: reactants, conditions, products, and yield As a reaction SMILES: [CH3:1][c:2]1[n:3][n:4](-[c:11]2[cH:12][cH:13][c:14]([O:17][C:18]([F:19])([F:20])[F:21])[cH:15][cH:16]2)[c:5]([CH3:10])[c:6]1[C:7](=[O:8])[OH:9].[N:22]1([CH:27]2[CH2:28][CH2:29][NH:30][CH2:31][CH2:32]2)[CH2:23][CH2:24][CH2:25][CH2:26]1>>[CH3:1][c:2]1[n:3][n:4](-[c:11]2[cH:12][cH:13][c:14]([O:17][C:18]([F:19])([F:20])[F:21])[cH:15][cH:16]2)[c:5]([CH3:10])[c:6]1[C:7](=[O:8])[N:30]1[CH2:29][CH2:28][CH:27]([N:22]2[CH2:23][CH2:24][CH2:25][CH2:26]2)[CH2:32][CH2:31]1. Yields the product Cc1nn(-c2ccc(OC(F)(F)F)cc2)c(C)c1C(=O)N1CCC(N2CCCC2)CC1. Starting materials: Cc1nn(-c2ccc(OC(F)(F)F)cc2)c(C)c1C(=O)O, C1CCN(C2CCNCC2)C1. The reactants are [Br-], O=C([O-])[O-], C[Mg+], COc1ccc(C2C[N+]([O-])=C3CCCCC32)cc1OC, [K+], [K+], C1CCOC1, O. The product is COc1ccc(C2CN(O)C3(C)CCCCC23)cc1OC. Reaction SMILES: [Br-:1].[C:25](=[O:26])([O-:27])[O-:28].[CH3:2][Mg+:3].[CH3:4][O:5][c:6]1[cH:7][c:8]([CH:14]2[CH2:15][N+:16]([O-:23])=[C:17]3[CH2:18][CH2:19][CH2:20][CH2:21][CH:22]23)[cH:9][cH:10][c:11]1[O:12][CH3:13].[K+:29].[K+:30].[O:31]1[CH2:32][CH2:33][CH2:34][CH2:35]1.[OH2:24]>>[CH3:4][O:5][c:6]1[cH:7][c:8]([CH:14]2[CH2:15][N:16]([OH:23])[C:17]3([CH3:25])[CH2:18][CH2:19][CH2:20][CH2:21][CH:22]23)[cH:9][cH:10][c:11]1[O:12][CH3:13]. The reactants are ClCCl, CCN, CC(C)=O, Fc1ccc(Br)cc1COCCCCBr, [I-], [Na+], C1CCOC1. Product: CCNCCCCOCc1cc(Br)ccc1F. As a reaction SMILES: [CH2:30]([Cl:31])[Cl:32].[CH3:23][CH2:24][NH2:25].[CH3:26][C:27](=[O:28])[CH3:29].[F:1][c:2]1[c:3]([CH2:4][O:5][CH2:6][CH2:7][CH2:8][CH2:9][Br:10])[cH:11][c:12]([Br:15])[cH:13][cH:14]1.[I-:17].[Na+:16].[O:18]1[CH2:19][CH2:20][CH2:21][CH2:22]1>>[F:1][c:2]1[c:3]([CH2:4][O:5][CH2:6][CH2:7][CH2:8][CH2:9][NH:25][CH2:24][CH3:23])[cH:11][c:12]([Br:15])[cH:13][cH:14]1. Starting materials: OC(CNCCNC(=O)N1CCOCC1)COC1=CC=C(C=C1)O (N-(2-((2-hydroxy-3-(4-hydroxyphenoxy)propyl)amino)ethyl)-4-morpholinecarboxamide), S(C)(=O)(=O)OCCOC (2-methoxyethyl mesylate), C(=O)([O-])[O-].[K+].[K+] (K2CO3). Run in C(C)#N (acetonitril). Product: OC(CNCCNC(=O)N1CCOCC1)COC1=CC=C(C=C1)OCCOC (N-(2-((2-hydroxy-3-(4-(2-methoxyethoxy)phenoxy)propyl)amino)ethyl)-4-morpholinecarboxamide). RXN SMILES: [OH:1][CH:2]([CH2:16][O:17][C:18]1[CH:23]=[CH:22][C:21]([OH:24])=[CH:20][CH:19]=1)[CH2:3][NH:4][CH2:5][CH2:6][NH:7][C:8]([N:10]1[CH2:15][CH2:14][O:13][CH2:12][CH2:11]1)=[O:9].S(O[CH2:30][CH2:31][O:32][CH3:33])(=O)(=O)C.C([O-])([O-])=O.[K+].[K+]>C(#N)C>[OH:1][CH:2]([CH2:16][O:17][C:18]1[CH:23]=[CH:22][C:21]([O:24][CH2:30][CH2:31][O:32][CH3:33])=[CH:20][CH:19]=1)[CH2:3][NH:4][CH2:5][CH2:6][NH:7][C:8]([N:10]1[CH2:15][CH2:14][O:13][CH2:12][CH2:11]1)=[O:9] |f:2.3.4|. Procedure: 17 g of N-(2-((2-hydroxy-3-(4-hydroxyphenoxy)propyl)amino)ethyl)-4-morpholinecarboxamide and 6 g of 2-methoxyethyl mesylate and 6.9 g of K2CO3 was refluxed in acetonitril for 20 h. The resulting mixture was filtered and evaporated. The residue was dissolved in methylene chloride and extracted with water containing 1 g of NaOH, then with water and then dried over Na2SO4, filtered and evaporated. The residue was crystallized from ethyl acetate yielding N-(2-((2-hydroxy-3-(4-(2-methoxyethoxy)phenox...